Task: describe an organic reaction: reactants, conditions, products, and yield. Dataset: the Open Reaction Database (ORD), a public repository of structured organic reaction records The reactants are COc1ccc(CN(Cc2ccc(OC)cc2)c2ncc(-c3nc(N4CCOCC4)nc4c3CCN4)cn2)cc1, CCN1CCN(c2ccc(N)c(C)c2)CC1, CCN1CCN(c2ccc(NC(=S)N3CCc4c(-c5cnc(N(Cc6ccc(OC)cc6)Cc6ccc(OC)cc6)nc5)nc(N5CCOCC5)nc43)c(C)c2)CC1. Yields the product CCN1CCN(c2ccc(NC(=S)N3CCc4c(-c5cnc(N)nc5)nc(N5CCOCC5)nc43)c(C)c2)CC1. As a reaction SMILES: [CH3:1][O:2][c:3]1[cH:4][cH:5][c:6]([CH2:7][N:8]([CH2:9][c:10]2[cH:11][cH:12][c:13]([O:14][CH3:15])[cH:16][cH:17]2)[c:18]2[n:19][cH:20][c:21](-[c:22]3[c:23]4[c:27]([n:28][c:29]([N:30]5[CH2:31][CH2:32][O:33][CH2:34][CH2:35]5)[n:36]3)[NH:26][CH2:25][CH2:24]4)[cH:37][n:38]2)[cH:39][cH:40]1.[CH3:41][c:42]1[cH:43][c:44]([N:45]2[CH2:46][CH2:47][N:48]([CH2:49][CH3:50])[CH2:51][CH2:52]2)[cH:53][cH:54][c:55]1[NH2:56].[CH3:57][c:58]1[c:59]([NH:72][C:73](=[S:74])[N:75]2[CH2:76][CH2:77][c:78]3[c:79]2[n:80][c:81]([N:109]2[CH2:110][CH2:111][O:112][CH2:113][CH2:114]2)[n:82][c:83]3-[c:84]2[cH:85][n:86][c:87]([N:90]([CH2:91][c:92]3[cH:93][cH:94][c:95]([O:96][CH3:97])[cH:98][cH:99]3)[CH2:100][c:101]3[cH:102][cH:103][c:104]([O:105][CH3:106])[cH:107][cH:108]3)[n:88][cH:89]2)[cH:60][cH:61][c:62]([N:64]2[CH2:65][CH2:66][N:67]([CH2:70][CH3:71])[CH2:68][CH2:69]2)[cH:63]1>>[CH3:57][c:58]1[c:59]([NH:72][C:73](=[S:74])[N:75]2[CH2:76][CH2:77][c:78]3[c:79]2[n:80][c:81]([N:109]2[CH2:110][CH2:111][O:112][CH2:113][CH2:114]2)[n:82][c:83]3-[c:84]2[cH:85][n:86][c:87]([NH2:90])[n:88][cH:89]2)[cH:60][cH:61][c:62]([N:64]2[CH2:65][CH2:66][N:67]([CH2:70][CH3:71])[CH2:68][CH2:69]2)[cH:63]1. Starting materials: CS(=O)(=O)Oc1cccc(CCOc2ccc(C=C3SC(=O)NC3=O)cc2)c1, CC(=O)O, CCOC(C)=O. Yields the product CS(=O)(=O)Oc1cccc(CCOc2ccc(CC3SC(=O)NC3=O)cc2)c1. Reaction SMILES: [CH3:1][S:2](=[O:3])(=[O:4])[O:5][c:6]1[cH:7][c:8]([CH2:12][CH2:13][O:14][c:15]2[cH:16][cH:17][c:18]([CH:19]=[C:20]3[C:21](=[O:26])[NH:22][C:23](=[O:25])[S:24]3)[cH:27][cH:28]2)[cH:9][cH:10][cH:11]1.[CH3:29][C:30](=[O:31])[OH:32].[CH3:33][CH2:34][O:35][C:36](=[O:37])[CH3:38]>>[CH3:1][S:2](=[O:3])(=[O:4])[O:5][c:6]1[cH:7][c:8]([CH2:12][CH2:13][O:14][c:15]2[cH:16][cH:17][c:18]([CH2:19][CH:20]3[C:21](=[O:26])[NH:22][C:23](=[O:25])[S:24]3)[cH:27][cH:28]2)[cH:9][cH:10][cH:11]1. Starting materials: C1CCOC1, CCN(C(C)C)C(C)C, O=C(Cl)c1ccc2nc(-c3c(Cl)cccc3C(F)(F)F)[nH]c2c1, Nc1ccc2ccccc2n1. The product is O=C(Nc1ccc2ccccc2n1)c1ccc2nc(-c3c(Cl)cccc3C(F)(F)F)[nH]c2c1. RXN SMILES: [CH2:44]1[O:45][CH2:46][CH2:47][CH2:48]1.[CH:35]([N:36]([CH2:37][CH3:38])[CH:39]([CH3:40])[CH3:41])([CH3:42])[CH3:43].[Cl:1][c:2]1[c:3](-[c:12]2[nH:13][c:14]3[c:15]([n:16]2)[cH:17][cH:18][c:19]([C:21](=[O:22])[Cl:23])[cH:20]3)[c:4]([C:8]([F:9])([F:10])[F:11])[cH:5][cH:6][cH:7]1.[n:24]1[c:25]([NH2:34])[cH:26][cH:27][c:28]2[cH:29][cH:30][cH:31][cH:32][c:33]12>>[Cl:1][c:2]1[c:3](-[c:12]2[nH:13][c:14]3[c:15]([n:16]2)[cH:17][cH:18][c:19]([C:21](=[O:22])[NH:34][c:25]2[n:24][c:33]4[c:28]([cH:27][cH:26]2)[cH:29][cH:30][cH:31][cH:32]4)[cH:20]3)[c:4]([C:8]([F:9])([F:10])[F:11])[cH:5][cH:6][cH:7]1. Reactants: O=C(Cl)c1ccccc1, O, COc1ccc2c(c1)CCC(=CO)C2=O, c1ccncc1. Product: COc1ccc2c(c1)CCC(=COC(=O)c1ccccc1)C2=O. RXN SMILES: [C:1]([c:2]1[cH:3][cH:4][cH:5][cH:6][cH:7]1)(=[O:8])[Cl:9].[OH2:31].[OH:10][CH:11]=[C:12]1[C:13](=[O:24])[c:14]2[cH:15][cH:16][c:17]([O:22][CH3:23])[cH:18][c:19]2[CH2:20][CH2:21]1.[cH:25]1[cH:26][cH:27][n:28][cH:29][cH:30]1>>[C:1]([c:2]1[cH:3][cH:4][cH:5][cH:6][cH:7]1)(=[O:8])[O:10][CH:11]=[C:12]1[C:13](=[O:24])[c:14]2[cH:15][cH:16][c:17]([O:22][CH3:23])[cH:18][c:19]2[CH2:20][CH2:21]1.